This data is from the Open Reaction Database (ORD), a public repository of structured organic reaction records. The task is: describe an organic reaction: reactants, conditions, products, and yield RXN SMILES: [NH2:1][C:2]1[CH:3]=[C:4]([C:9]2[O:13][N:12]=[C:11]([C:14]3[O:15][CH:16]=[CH:17][CH:18]=3)[N:10]=2)[CH:5]=[CH:6][C:7]=1[Cl:8].C(=O)([O-])[O-].[K+].[K+].Cl[C:26]([O:28][CH2:29][C:30]([Cl:33])([Cl:32])[Cl:31])=[O:27]>O1CCOCC1>[Cl:8][C:7]1[CH:6]=[CH:5][C:4]([C:9]2[O:13][N:12]=[C:11]([C:14]3[O:15][CH:16]=[CH:17][CH:18]=3)[N:10]=2)=[CH:3][C:2]=1[NH:1][C:26](=[O:27])[O:28][CH2:29][C:30]([Cl:33])([Cl:32])[Cl:31] |f:1.2.3|. Yields the product ClC1=C(C=C(C=C1)C1=NC(=NO1)C=1OC=CC1)NC(OCC(Cl)(Cl)Cl)=O ([2-Chloro-5-[3-(2-furanyl)-1,2,4-oxadiazol-5-yl]phenyl]carbamic acid, 2,2,2-trichloroethyl ester). Solvent: O1CCOCC1 (dioxane). The reactants are NC=1C=C(C=CC1Cl)C1=NC(=NO1)C=1OC=CC1 (5-(3-amino-4-chlorophenyl)-3-(2-furanyl)-1,2,4-oxadiazole), C([O-])([O-])=O.[K+].[K+] (potassium carbonate), ClC(=O)OCC(Cl)(Cl)Cl (2,2,2-trichloroethyl chloroformate). Procedure: To a mixture of 5-(3-amino-4-chlorophenyl)-3-(2-furanyl)-1,2,4-oxadiazole (0.75 g) and 0.58 g of potassium carbonate in 25 ml of dioxane is added 0.80 g of 2,2,2-trichloroethyl chloroformate. The resulting mixture is heated at reflux for 2 hours, and concentrated to dryness. 50 ml of water is added to the residue and the resulting mixture is extracted three times with chloroform. The extracts are dried over magnesium sulfate, filtered and concentrated to dryness. The residue is absorbed on an al... The yield is 39.9%.